Dataset: the Open Reaction Database (ORD), a public repository of structured organic reaction records. Task: describe an organic reaction: reactants, conditions, products, and yield The reactants are FC=1C=C(C=CC1)O (3-fluorophenol), C=O (paraformaldehyde), [Mg+2].[Cl-].[Cl-] (MgCl2), TEA. The product is FC1=CC(=C(C=O)C=C1)O (4-fluoro-2-hydroxybenzaldehyde). Reported procedure: Into a 20-L 4-necked round-bottom flask purged and maintained with an inert atmosphere of nitrogen was placed a solution of 3-fluorophenol (400 g, 3.57 mol, 1.00 equiv) in CH3CN (5 L), followed by the addition of MgCl2 (1018 g, 3.00 equiv) in several batches at 0° C. To this was added TEA (1443 g, 14.26 mol, 4.00 equiv) dropwise with stirring at 0-5° C., followed by paraformaldehyde (640 g, 6.00 equiv). The resulting solution was stirred at 80° C. for 3 h, cooled to 20° C., quenched by the addit... The solvent is CC#N (CH3CN). Conditions: temperature 2.5 celsius. The yield is 109.0%. RXN SMILES: [F:1][C:2]1[CH:3]=[C:4]([OH:8])[CH:5]=[CH:6][CH:7]=1.[Mg+2].[Cl-].[Cl-].[CH2:12]=[O:13]>CC#N>[F:1][C:2]1[CH:7]=[CH:6][C:5]([CH:12]=[O:13])=[C:4]([OH:8])[CH:3]=1 |f:1.2.3|. Reactants: C=CC(=O)OC, CO, COc1ccc(CCN)cc1. Yields the product COC(=O)CCNCCc1ccc(OC)cc1. Reaction SMILES: [C:1]([CH:2]=[CH2:3])(=[O:4])[O:5][CH3:6].[CH3:18][OH:19].[CH3:7][O:8][c:9]1[cH:10][cH:11][c:12]([CH2:13][CH2:14][NH2:15])[cH:16][cH:17]1>>[C:1]([CH2:2][CH2:3][NH:15][CH2:14][CH2:13][c:12]1[cH:11][cH:10][c:9]([O:8][CH3:7])[cH:17][cH:16]1)(=[O:4])[O:5][CH3:6]. Starting materials: CCCP(=O)(O)O, Cn1ncc(C(=O)O)c1C(=O)Nc1ccn2nc(-c3ccccc3)nc2c1, CCN(C(C)C)C(C)C, Cl, FC1CNC1, C1CCOC1. The product is Cn1ncc(C(=O)N2CC(F)C2)c1C(=O)Nc1ccn2nc(-c3ccccc3)nc2c1. Reaction SMILES: [CH2:43]([P:44]([OH:45])([OH:46])=[O:47])[CH2:48][CH3:49].[CH3:1][n:2]1[n:3][cH:4][c:5]([C:25](=[O:26])[OH:27])[c:6]1[C:7]([NH:8][c:9]1[cH:10][c:11]2[n:12]([cH:13][cH:14]1)[n:15][c:16](-[c:18]1[cH:19][cH:20][cH:21][cH:22][cH:23]1)[n:17]2)=[O:24].[CH:34]([N:35]([CH:36]([CH3:37])[CH3:38])[CH2:39][CH3:40])([CH3:41])[CH3:42].[ClH:28].[F:29][CH:30]1[CH2:31][NH:32][CH2:33]1.[O:50]1[CH2:51][CH2:52][CH2:53][CH2:54]1>>[CH3:1][n:2]1[n:3][cH:4][c:5]([C:25](=[O:27])[N:32]2[CH2:31][CH:30]([F:29])[CH2:33]2)[c:6]1[C:7]([NH:8][c:9]1[cH:10][c:11]2[n:12]([cH:13][cH:14]1)[n:15][c:16](-[c:18]1[cH:19][cH:20][cH:21][cH:22][cH:23]1)[n:17]2)=[O:24]. Reactants: CN(C)C=O (DMF), COC1=C(C(=O)[O-])C=CC(=N1)C (2-methoxy-6-methylnicotinate), C(C)(C)(C)OC(=O)N(C(=O)C=1C(=NN2C1C(=C(C=C2)B(O)O)F)C2=CC=C(C=C2)F)C (3-(tert-butoxycarbonyl(methyl)carbamoyl)-4-fluoro-2-(4-fluorophenyl)pyrazolo[1,5-a]pyridin-5-ylboronic acid), BrC=1C(=NC(=C(C(=O)OC)C1)OC)C (methyl 5-bromo-2-methoxy-6-methylnicotinate). The reagents and catalysts are C(C)(=O)[O-].[Pd+2].C(C)(=O)[O-] (palladium (II) acetate), C1(=CC=CC=C1)P([C-]1C=CC=C1)C1=CC=CC=C1.[C-]1(C=CC=C1)P(C1=CC=CC=C1)C1=CC=CC=C1.[Fe+2] (1,1′-Bis(diphenylphosphino)ferrocene). The solvent is C(C)N(CC)CC (Triethylamine). Reaction conditions: temperature 50 celsius. Yields the product C(C)(C)(C)OC(=O)N(C(=O)C=1C(=NN2C1C(=C(C=C2)C=2C(=NC(=C(C(=O)OC)C2)OC)C)F)C2=CC=C(C=C2)F)C (methyl 5-(3-(tert-butoxycarbonyl(methyl)carbamoyl)-4-fluoro-2-(4-fluorophenyl)pyrazolo[1,5-a]pyridin-5-yl)-2-methoxy-6-methylnicotinate). Reaction SMILES: COC1N=C(C)C=CC=1C([O-])=O.CN(C=O)C.[C:18]([O:22][C:23]([N:25]([CH3:48])[C:26]([C:28]1[C:29]([C:41]2[CH:46]=[CH:45][C:44]([F:47])=[CH:43][CH:42]=2)=[N:30][N:31]2[CH:36]=[CH:35][C:34](B(O)O)=[C:33]([F:40])[C:32]=12)=[O:27])=[O:24])([CH3:21])([CH3:20])[CH3:19].Br[C:50]1[C:51]([CH3:62])=[N:52][C:53]([O:60][CH3:61])=[C:54]([CH:59]=1)[C:55]([O:57][CH3:58])=[O:56]>C([O-])(=O)C.[Pd+2].C([O-])(=O)C.C1(P(C2C=CC=CC=2)[C-]2C=CC=C2)C=CC=CC=1.[C-]1(P(C2C=CC=CC=2)C2C=CC=CC=2)C=CC=C1.[Fe+2].C(N(CC)CC)C>[C:18]([O:22][C:23]([N:25]([CH3:48])[C:26]([C:28]1[C:29]([C:41]2[CH:46]=[CH:45][C:44]([F:47])=[CH:43][CH:42]=2)=[N:30][N:31]2[CH:36]=[CH:35][C:34]([C:50]3[C:51]([CH3:62])=[N:52][C:53]([O:60][CH3:61])=[C:54]([CH:59]=3)[C:55]([O:57][CH3:58])=[O:56])=[C:33]([F:40])[C:32]=12)=[O:27])=[O:24])([CH3:21])([CH3:20])[CH3:19] |f:4.5.6,7.8.9|. Reported procedure: Methyl 5-(3-(tert-butoxycarbonyl)methyl)carbamoyl)-4-fluoro-2-(4-fluorophenyl)pyrazolo[1,5-a]pyridin-5-yl)-2-methoxy-6-methylnicotinate. To a degassed solution containing palladium (II) acetate (0.014 g, 0.063 mmol) and DMF (0.70 mL) was added 1,1′-Bis(diphenylphosphino)ferrocene. The solution was heated to 50° C. and maintained for 15 minutes. The solution was cooled to room temperature and 3-(tert-butoxycarbonyl(methyl)carbamoyl)-4-fluoro-2-(4-fluorophenyl)pyrazolo[1,5-a]pyridin-5-ylboronic ac... Starting materials: C(C)N(C1=CC=C(C=C1)S(=O)(=O)CCCCC(=O)O)CC (5-(4-Diethylaminobenzenesulphonyl)valeric acid), C(C)(=O)[O-].[Na+] (sodium acetate). Solvent: C(C)(=O)OC(C)=O (acetic anhydride). The product is C(C)N(C1=CC=C(C=C1)S(=O)(=O)N1C(CCCC1)=O)CC (1-[4-(Diethylamino)benzenesulphonyl]-2-piperidinone). The yield is 121.2%. RXN SMILES: [CH2:1]([N:3]([CH2:20][CH3:21])[C:4]1[CH:9]=[CH:8][C:7]([S:10](CCCCC(O)=O)(=[O:12])=[O:11])=[CH:6][CH:5]=1)[CH3:2].[C:22]([O-:25])(=O)[CH3:23].[Na+]>C(OC(=O)C)(=O)C>[CH2:20]([N:3]([CH2:1][CH3:2])[C:4]1[CH:5]=[CH:6][C:7]([S:10]([N:3]2[CH2:4][CH2:5][CH2:6][CH2:23][C:22]2=[O:25])(=[O:11])=[O:12])=[CH:8][CH:9]=1)[CH3:21] |f:1.2|. Reported procedure: 2 g of product obtained in Stage A are heated to reflux for 2 hours with 2 g of sodium acetate in 20 cm3 of acetic anhydride. The mixture is cooled to room temperature and evaporated to dryness, the residue is taken up in a mixture of chloroform and water, the organic phase is separated and dried and, after removal of the solvents, 1.8 g of expected crude product are obtained. M.p. 118°-120° C. After crystallization in isopropanol, 1.2 g of pure product are obtained. M.p. 122°-123° C. The reactants are COC(=O)c1cccc(Nc2c(C#N)cnc3cnc(NCCN4CCOCC4)cc23)c1, CO, [Li+], C1CCOC1, [OH-]. The product is N#Cc1cnc2cnc(NCCN3CCOCC3)cc2c1Nc1cccc(C(=O)O)c1. Reaction SMILES: [C:1](#[N:2])[c:3]1[cH:4][n:5][c:6]2[cH:7][n:8][c:9]([NH:24][CH2:25][CH2:26][N:27]3[CH2:28][CH2:29][O:30][CH2:31][CH2:32]3)[cH:10][c:11]2[c:12]1[NH:13][c:14]1[cH:15][c:16]([C:17](=[O:18])[O:19][CH3:20])[cH:21][cH:22][cH:23]1.[CH3:33][OH:34].[Li+:35].[O:37]1[CH2:38][CH2:39][CH2:40][CH2:41]1.[OH-:36]>>[C:1](#[N:2])[c:3]1[cH:4][n:5][c:6]2[cH:7][n:8][c:9]([NH:24][CH2:25][CH2:26][N:27]3[CH2:28][CH2:29][O:30][CH2:31][CH2:32]3)[cH:10][c:11]2[c:12]1[NH:13][c:14]1[cH:15][c:16]([C:17](=[O:18])[OH:19])[cH:21][cH:22][cH:23]1. Reactants: Cl (hydrochloric acid), OC1=CC=C(C=C1)C(C(=O)O)=O (4-hydroxy-alpha-oxobenzeneacetic acid), [OH-].[Na+] (sodium hydroxide), S(C)(=O)(=O)[O-] (mesylate), COCCO (2-methoxyethanol). Run in CS(=O)C (dimethylsulfoxide). Conditions: temperature 60 celsius, time 5 minute. Yields the product COCCOC1=CC=C(C=C1)C(C(=O)O)=O (4-[[2-(methoxy)ethyl]oxy]-alphaoxobenzeneacetic acid). The yield is 44.6%. RXN SMILES: [OH:1][C:2]1[CH:7]=[CH:6][C:5]([C:8](=[O:12])[C:9]([OH:11])=[O:10])=[CH:4][CH:3]=1.[OH-].[Na+].S([O-])(=O)(=O)C.Cl.[CH3:21][O:22][CH2:23][CH2:24]O>CS(C)=O>[CH3:21][O:22][CH2:23][CH2:24][O:1][C:2]1[CH:3]=[CH:4][C:5]([C:8](=[O:12])[C:9]([OH:11])=[O:10])=[CH:6][CH:7]=1 |f:1.2|. Reported procedure: A stirred mixture of 4-hydroxy-alpha-oxobenzeneacetic acid (0.498 g) in dimethylsulfoxide (5 mL) under argon was treated with 4N sodium hydroxide (1.5 mL), stirred for 5 minutes and treated with the mesylate prepared from 2-methoxyethanol (0.462 g) . The mixture was heated at 60° C. for 3 hours and poured into excess 1N hydrochloric acid. The product was extracted into diethyl ether (3×50 mL) and the organic layers were washed in turn with water (2×25 mL). The combined organic layers were dried ... Starting materials: C1CCNC1, Cc1[nH]c(C=O)c(C)c1CCCN(C)C, CCO, CC(C)c1cccc(OCCc2cccc3c2CC(=O)N3)c1. Product: Cc1[nH]c(C=C2C(=O)Nc3cccc(CCOc4cccc(C(C)C)c4)c32)c(C)c1CCCN(C)C. Reaction SMILES: [CH2:38]1[CH2:39][NH:40][CH2:41][CH2:42]1.[CH3:23][N:24]([CH2:25][CH2:26][CH2:27][c:28]1[c:29]([CH3:36])[c:30]([CH:34]=[O:35])[nH:31][c:32]1[CH3:33])[CH3:37].[CH3:43][CH2:44][OH:45].[CH:1]([CH3:2])([CH3:3])[c:4]1[cH:5][c:6]([O:7][CH2:8][CH2:9][c:10]2[c:11]3[c:15]([cH:16][cH:17][cH:18]2)[NH:14][C:13](=[O:19])[CH2:12]3)[cH:20][cH:21][cH:22]1>>[CH:1]([CH3:2])([CH3:3])[c:4]1[cH:5][c:6]([O:7][CH2:8][CH2:9][c:10]2[c:11]3[c:15]([cH:16][cH:17][cH:18]2)[NH:14][C:13](=[O:19])[C:12]3=[CH:34][c:30]2[c:29]([CH3:36])[c:28]([CH2:27][CH2:26][CH2:25][N:24]([CH3:23])[CH3:37])[c:32]([CH3:33])[nH:31]2)[cH:20][cH:21][cH:22]1.